This data is from the Open Reaction Database (ORD), a public repository of structured organic reaction records. The task is: describe an organic reaction: reactants, conditions, products, and yield The reactants are ClC1=CC=C(C=C1)C1(CC1)C(=O)N1CC(CC1)O (1-{[1-(4-chlorophenyl)cyclopropyl]carbonyl}pyrrolidin-3-ol), CC(=O)C (acetone). Run in O (water). Conditions: time 1 hour. Product: ClC1=CC=C(C=C1)C1(CC1)C(=O)N1CC(CC1)=O (1-{[1-(4-chlorophenyl)cyclopropyl]carbonyl}pyrrolidin-3-one). RXN SMILES: [Cl:1][C:2]1[CH:7]=[CH:6][C:5]([C:8]2([C:11]([N:13]3[CH2:17][CH2:16][CH:15]([OH:18])[CH2:14]3)=[O:12])[CH2:10][CH2:9]2)=[CH:4][CH:3]=1.CC(C)=O>O>[Cl:1][C:2]1[CH:3]=[CH:4][C:5]([C:8]2([C:11]([N:13]3[CH2:17][CH2:16][C:15](=[O:18])[CH2:14]3)=[O:12])[CH2:10][CH2:9]2)=[CH:6][CH:7]=1. Procedure details: To a solution of 1-{[1-(4-chlorophenyl)cyclopropyl]carbonyl}pyrrolidin-3-ol (2.70 g, 0.0102 mol) in acetone (50 mL, 0.7 mol) was added Jones oxidant in water (8.00M, 1.90 mL) at 0° C. The solution was stirred at rt for 1 hour and then Metered, concentrated. The residue was dissolved in AcOEt, and the solution was washed with water and brine successively, dried over MgSO4, and concentrated. The crude product was purified using Combiflash eluting with 50% AcOEt in hexanes. Starting materials: COCCCO, Nc1cccc(Cl)n1, [H-], [Na+], CN(C)C=O. Yields the product COCCCOc1cccc(N)n1. Reaction SMILES: [CH3:1][O:2][CH2:3][CH2:4][CH2:5][OH:6].[Cl:9][c:10]1[n:11][c:12]([NH2:16])[cH:13][cH:14][cH:15]1.[H-:7].[Na+:8].[O:17]=[CH:18][N:19]([CH3:20])[CH3:21]>>[CH3:1][O:2][CH2:3][CH2:4][CH2:5][O:6][c:10]1[n:11][c:12]([NH2:16])[cH:13][cH:14][cH:15]1. The product is OC(CN1C=NC=C1)C1=CC=C(C=C1)NS(=O)(=O)C ((±)-1-[2-Hydroxy-2-[4-((methylsulfonyl)amino)phenyl]ethyl]-1H-imidazole). The reactants are Cl.OC=1N(C=CN1)CCC1=CC=C(C=C1)NS(=O)(=O)C (2- hydroxy-2-[4-((methylsulfonyl)amino)phenyl]ethyl-1H-imidazole hydrochloride), C[O-].[Na+] (sodium methylate). Procedure details: Heat a mixture of 30.83 g (0.097 mole) of (±)-1-[2- hydroxy-2-[4-((methylsulfonyl)amino)phenyl]ethyl-1H-imidazole hydrochloride and 5.24 g (0.097 mole) of sodium methylate in 100 mL of methanol and filter hot through 300 g of alumina (Fisher, neutral, activity III). Wash the alumina with 20% methanol in methylene chloride (200 mL). Concentrate the filtrate in vacuo to afford the title compound. As a reaction SMILES: Cl.O[C:3]1[N:4]([CH2:8][CH2:9][C:10]2[CH:15]=[CH:14][C:13]([NH:16][S:17]([CH3:20])(=[O:19])=[O:18])=[CH:12][CH:11]=2)[CH:5]=[CH:6][N:7]=1.C[O-:22].[Na+]>CO>[OH:22][CH:9]([C:10]1[CH:15]=[CH:14][C:13]([NH:16][S:17]([CH3:20])(=[O:19])=[O:18])=[CH:12][CH:11]=1)[CH2:8][N:4]1[CH:5]=[CH:6][N:7]=[CH:3]1 |f:0.1,2.3|. The solvent is CO (methanol). The reactants are Cl (HCl), ClC=1C(=C(C=CC1)[C@H]1[C@@H](N[C@H]([C@]1(C#N)C1=C(C=C(C=C1)Cl)F)CC(C)(C)C)C(=O)NC1=CC=C(C=C1)CCCC(=O)OC)F (methyl 4-(4-((2R,3S,4R,5S)-3-(3-chloro-2-fluorophenyl)-4-(4-chloro-2-fluorophenyl)-4-cyano-5-neopentylpyrrolidine-2-carboxamido)phenyl)butanoate), O.[OH-].[Li+] (LITHIUM HYDROXIDE MONOHYDRATE). Solvent: C1CCOC1 (THF), O (water). Run at time 16 hour. Yields the product ClC=1C(=C(C=CC1)[C@H]1[C@@H](N[C@H]([C@]1(C#N)C1=C(C=C(C=C1)Cl)F)CC(C)(C)C)C(=O)NC1=CC=C(C=C1)CCCC(=O)O)F (4-(4-((2R,3S,4R,5S)-3-(3-chloro-2-fluorophenyl)-4-(4-chloro-2-fluorophenyl)-4-cyano-5-neopentylpyrrolidine-2-carboxamido)phenyl)butanoic acid). The yield is 96.9%. RXN SMILES: [Cl:1][C:2]1[C:3]([F:44])=[C:4]([C@@H:8]2[C@:12]([C:15]3[CH:20]=[CH:19][C:18]([Cl:21])=[CH:17][C:16]=3[F:22])([C:13]#[N:14])[C@H:11]([CH2:23][C:24]([CH3:27])([CH3:26])[CH3:25])[NH:10][C@H:9]2[C:28]([NH:30][C:31]2[CH:36]=[CH:35][C:34]([CH2:37][CH2:38][CH2:39][C:40]([O:42]C)=[O:41])=[CH:33][CH:32]=2)=[O:29])[CH:5]=[CH:6][CH:7]=1.O.[OH-].[Li+].Cl>C1COCC1.O>[Cl:1][C:2]1[C:3]([F:44])=[C:4]([C@@H:8]2[C@:12]([C:15]3[CH:20]=[CH:19][C:18]([Cl:21])=[CH:17][C:16]=3[F:22])([C:13]#[N:14])[C@H:11]([CH2:23][C:24]([CH3:27])([CH3:26])[CH3:25])[NH:10][C@H:9]2[C:28]([NH:30][C:31]2[CH:32]=[CH:33][C:34]([CH2:37][CH2:38][CH2:39][C:40]([OH:42])=[O:41])=[CH:35][CH:36]=2)=[O:29])[CH:5]=[CH:6][CH:7]=1 |f:1.2.3|. Reported procedure: A solution of chiral methyl 4-(4-((2R,3S,4R,5S)-3-(3-chloro-2-fluorophenyl)-4-(4-chloro-2-fluorophenyl)-4-cyano-5-neopentylpyrrolidine-2-carboxamido)phenyl)butanoate (70.5 mg, 0.110 mmol) in THF (5 ml) was treated with LITHIUM HYDROXIDE MONOHYDRATE (18.5 mg, 0.441 mmol) in water (2.5 ml) and stirred at rt for 16 hrs. The reaction was treated with 1 N HCl (pH 5) and extracted with ethyl acetate, washed with water then sat'd sodium chloride, dried with sodium sulfate, filtered and lyophilized to g... Starting materials: CO (methanol), ClC1=CC=C(C=N1)CN(C1=CC(OC1)=O)CCCI (4-[[(6-chloropyridin-3-yl]methyl](3-iodopropyl)amino]furan-2(5H)-one), solution, C(C)(C)[N-]C(C)C.[Li+] (lithium diisopropylamide). Run in O1CCCC1 (tetrahydrofuran), O1CCCC1 (tetrahydrofuran). Conditions: temperature -78 celsius, time 10 minute. The product is ClC1=CC=C(C=N1)CN1C=2C(CCC1)OC(C2)=O (4-[(6-chloropyridin-3-yl)methyl]-5,6,7,7a-tetrahydrofuro[3,2-b]pyridine-2(4H)-one). The yield is 84.9%. RXN SMILES: [Cl:1][C:2]1[N:7]=[CH:6][C:5]([CH2:8][N:9]([CH2:16][CH2:17][CH2:18]I)[C:10]2[CH2:14][O:13][C:12](=[O:15])[CH:11]=2)=[CH:4][CH:3]=1.C([N-]C(C)C)(C)C.[Li+].CO>O1CCCC1>[Cl:1][C:2]1[N:7]=[CH:6][C:5]([CH2:8][N:9]2[CH2:16][CH2:17][CH2:18][CH:14]3[O:13][C:12](=[O:15])[CH:11]=[C:10]23)=[CH:4][CH:3]=1 |f:1.2|. Procedure details: 31.55 g (80.36 mmol) of 4-[[(6-chloropyridin-3-yl]methyl](3-iodopropyl)amino]furan-2(5H)-one (II-3) are dissolved in 900 ml of tetrahydrofuran and cooled to −78° C., and 42.19 ml (84.38 mmol) of a 2.0M solution of lithium diisopropylamide in tetrahydrofuran are added. After 10 minutes of stirring at −78° C., the mixture is warmed to room temperature and stirred at room temperature for a further 30 minutes. After addition of 20 ml of methanol, the mixture is concentrated under reduced pressure. P... The reactants are CNC1=C(C(=O)O)C=CC=C1[N+](=O)[O-] (2-methylamino-3-nitro-benzoic acid), [H][H] (hydrogen). Reagents/catalysts: [Pd] (Pd/C). The solvent is CCOC(=O)C (EtOAc), CCO (EtOH). The product is NC=1C(=C(C(=O)O)C=CC1)NC (3-amino-2-methylamino-benzoic acid). As a reaction SMILES: [CH3:1][NH:2][C:3]1[C:11]([N+:12]([O-])=O)=[CH:10][CH:9]=[CH:8][C:4]=1[C:5]([OH:7])=[O:6].[H][H]>CCOC(C)=O.CCO.[Pd]>[NH2:12][C:11]1[C:3]([NH:2][CH3:1])=[C:4]([CH:8]=[CH:9][CH:10]=1)[C:5]([OH:7])=[O:6]. Reported procedure: A mixture of 2-methylamino-3-nitro-benzoic acid and 10% Pd/C (300 mg) in EtOAc (5 mL) and EtOH (5 mL) was stirred in an atmosphere of hydrogen over night. The mixture was filtered though a pad of Celite and the filter cake was washed with EtOAc. The filtrate was concentrated under reduced pressure to provide 3-amino-2-methylamino-benzoic acid.